Dataset: the Open Reaction Database (ORD), a public repository of structured organic reaction records. Task: describe an organic reaction: reactants, conditions, products, and yield Reactants: COC(=O)Cc1c(Oc2cccc(C(C)=O)c2)ncnc1N(C)C, CC(=O)[O-], CO, Cl, NO, [Na+], O. The product is COC(=O)Cc1c(Oc2cccc(C(C)=NO)c2)ncnc1N(C)C. RXN SMILES: [C:1]([CH3:2])(=[O:3])[c:4]1[cH:5][c:6]([O:7][c:8]2[n:9][cH:10][n:11][c:12]([N:19]([CH3:20])[CH3:21])[c:13]2[CH2:14][C:15](=[O:16])[O:17][CH3:18])[cH:22][cH:23][cH:24]1.[CH3:29][C:30](=[O:31])[O-:32].[CH3:34][OH:35].[ClH:25].[NH2:26][OH:27].[Na+:28].[OH2:33]>>[C:1]([CH3:2])([c:4]1[cH:5][c:6]([O:7][c:8]2[n:9][cH:10][n:11][c:12]([N:19]([CH3:20])[CH3:21])[c:13]2[CH2:14][C:15](=[O:16])[O:17][CH3:18])[cH:22][cH:23][cH:24]1)=[N:26][OH:27]. Reactants: BrCc1nc2ccccc2o1, CC#N, [Na], C1COCCOCCOCCOCCOCCO1, O=S(O)c1ccccc1. Yields the product O=S(=O)(Cc1nc2ccccc2o1)c1ccccc1. As a reaction SMILES: [Br:1][CH2:2][c:3]1[o:4][c:5]2[c:6]([n:7]1)[cH:8][cH:9][cH:10][cH:11]2.[CH3:40][C:41]#[N:42].[Na:12].[O:22]1[CH2:23][CH2:24][O:25][CH2:26][CH2:27][O:28][CH2:29][CH2:30][O:31][CH2:32][CH2:33][O:34][CH2:35][CH2:36][O:37][CH2:38][CH2:39]1.[c:13]1([S:19](=[O:20])[OH:21])[cH:14][cH:15][cH:16][cH:17][cH:18]1>>[CH2:2]([c:3]1[o:4][c:5]2[c:6]([n:7]1)[cH:8][cH:9][cH:10][cH:11]2)[S:19]([c:13]1[cH:14][cH:15][cH:16][cH:17][cH:18]1)(=[O:20])=[O:21]. Yields the product C(C)NC1=C(C(C1=O)=O)[Sn](CCCC)(CCCC)CCCC (4-Ethylamino-3-(tri-n-butylstannyl)cyclobut-3-ene-1,2-dione). Procedure details: Using the procedure described in Example 37 treatment of 4-(2-propoxy)-3-(tri-n-butylstannyl)cyclobut-3-ene-1,2-dione with anhydrous monoethyl amine afforded the title compound as a dark viscous oil which crystallized. Starting materials: CC(C)OC1=C(C(C1=O)=O)[Sn](CCCC)(CCCC)CCCC (4-(2-propoxy)-3-(tri-n-butylstannyl)cyclobut-3-ene-1,2-dione), C(C)N (monoethyl amine). RXN SMILES: CC([O:4][C:5]1[C:8](=[O:9])[C:7](=O)[C:6]=1[Sn:11]([CH2:20][CH2:21][CH2:22][CH3:23])([CH2:16][CH2:17][CH2:18][CH3:19])[CH2:12][CH2:13][CH2:14][CH3:15])C.[CH2:24]([NH2:26])[CH3:25]>>[CH2:24]([NH:26][C:7]1[C:8](=[O:9])[C:5](=[O:4])[C:6]=1[Sn:11]([CH2:20][CH2:21][CH2:22][CH3:23])([CH2:16][CH2:17][CH2:18][CH3:19])[CH2:12][CH2:13][CH2:14][CH3:15])[CH3:25]. Reactants: COC(C1=CN=C(C=C1)OCC=1C(=NOC1)C1=CC=C(C=C1)F)=O (6-[3-(4-fluoro-phenyl)-isoxazol-4-ylmethoxy]-nicotinic acid methyl ester), N[C@H](C)CO (D-alaninol). Product: FC1=CC=C(C=C1)C1=NOC=C1COC1=NC=C(C(=O)N[C@@H](CO)C)C=C1 (6-[3-(4-Fluoro-phenyl)-isoxazol-4-ylmethoxy]-N—((R)-2-hydroxy-1-methyl-ethyl)-nicotinamide). Yield: 41.0%. RXN SMILES: CO[C:3](=[O:24])[C:4]1[CH:9]=[CH:8][C:7]([O:10][CH2:11][C:12]2[C:13]([C:17]3[CH:22]=[CH:21][C:20]([F:23])=[CH:19][CH:18]=3)=[N:14][O:15][CH:16]=2)=[N:6][CH:5]=1.[NH2:25][C@@H:26]([CH2:28][OH:29])[CH3:27]>>[F:23][C:20]1[CH:19]=[CH:18][C:17]([C:13]2[C:12]([CH2:11][O:10][C:7]3[CH:8]=[CH:9][C:4]([C:3]([NH:25][C@H:26]([CH3:27])[CH2:28][OH:29])=[O:24])=[CH:5][N:6]=3)=[CH:16][O:15][N:14]=2)=[CH:22][CH:21]=1. Procedure details: As described for example 325, 6-[3-(4-fluoro-phenyl)-isoxazol-4-ylmethoxy]-nicotinic acid methyl ester (60 mg, 0.18 mmol) was converted, using D-alaninol instead of rac-2-amino-1-propanol, to the title compound (28 mg, 41%) which was obtained as a white solid MS: m/e=372.1 [M+H]+. The reactants are O1CCOCC1 (1,4-dioxane), COC=1C=C(N)C=CC1OC (3,4-dimethoxyaniline), solution, Cl (hydrogen chloride), ClC(Cl)(OC(OC(Cl)(Cl)Cl)=O)Cl (triphosgene). Run in xylenes. Reaction conditions: temperature 60 celsius. Yields the product COC=1C=C(C=CC1OC)N=C=O (3,4-dimethoxyphenyl isocyanate). Yield: 97.0%. As a reaction SMILES: [CH3:1][O:2][C:3]1[CH:4]=[C:5]([CH:7]=[CH:8][C:9]=1[O:10][CH3:11])[NH2:6].Cl.[O:13]1CCOC[CH2:14]1.ClC(Cl)(OC(=O)OC(Cl)(Cl)Cl)Cl>>[CH3:1][O:2][C:3]1[CH:4]=[C:5]([N:6]=[C:14]=[O:13])[CH:7]=[CH:8][C:9]=1[O:10][CH3:11]. Procedure: A 3 L, three-necked, round-bottomed flask was equipped with a heating/cooling bath, magnetic stirrer and stir bar, condenser, 500 mL addition funnel, thermocouple, nitrogen inlet, heating bath, vacuum distillation apparatus. To a stirred solution of 3,4-dimethoxyaniline (81.9 g, 535 mmol) in xylenes (1400 mL) was added via the addition funnel, a 4 N solution of hydrogen chloride in 1,4-dioxane (295 mL, 1180 mmol) at ambient temperature. This mixture was stirred at ˜25° C. for 30 minutes, before ... Starting materials: C(F)(F)(F)C(=O)O (CF3CO2H), C(C)(C)(C)OC(CN(CC=1C=NC=CC1)S(=O)(=O)C1=CC=C2C(=CN=C(C2=C1)NC(=N)N)Cl)=O (N-[(4-chloro-1-guanidino-7-isoquinolinyl)sulphonyl]-N-(3-pyridylmethyl)glycine t-butyl ester). Run in C(Cl)Cl (CH2Cl2). Conditions: temperature 23 celsius, time 3.5 hour. The product is Cl.Cl.ClC1=CN=C(C2=CC(=CC=C12)S(=O)(=O)N(CC(=O)O)CC=1C=NC=CC1)NC(=N)N (N-[(4-chloro-1-guanidino-7-isoquinolinyl)sulphonyl]-N-(3-pyridylmethyl)glycine dihydrochloride). The yield is 129.0%. Reaction SMILES: C(C(O)=O)(F)(F)F.C([O:12][C:13](=[O:41])[CH2:14][N:15]([S:23]([C:26]1[CH:35]=[C:34]2[C:29]([C:30]([Cl:40])=[CH:31][N:32]=[C:33]2[NH:36][C:37]([NH2:39])=[NH:38])=[CH:28][CH:27]=1)(=[O:25])=[O:24])[CH2:16][C:17]1[CH:18]=[N:19][CH:20]=[CH:21][CH:22]=1)(C)(C)C>C(Cl)Cl>[ClH:40].[ClH:40].[Cl:40][C:30]1[C:29]2[C:34](=[CH:35][C:26]([S:23]([N:15]([CH2:16][C:17]3[CH:18]=[N:19][CH:20]=[CH:21][CH:22]=3)[CH2:14][C:13]([OH:41])=[O:12])(=[O:24])=[O:25])=[CH:27][CH:28]=2)[C:33]([NH:36][C:37]([NH2:39])=[NH:38])=[N:32][CH:31]=1 |f:3.4.5|. Procedure: CF3CO2H (1.0 mL) was added to a stirred solution of N-[(4-chloro-1-guanidino-7-isoquinolinyl)sulphonyl]-N-(3-pyridylmethyl)glycine t-butyl ester (100 mg, 0.20 mmol) in CH2Cl2 (1.0 mL) and the mixture was stirred at 23° C. for 3.5 h. The solvents were evaporated in vacuo, azeotroping with PhMe and CH2Cl2. The oily residue was dissolved in EtOAc and a solution of EtOAc saturated with HCl (3.0 mL) was added which gave a precipitate. The white solid was collected by filtration and dried to give N-[(... Reactants: C(C)(=O)N(C(C1=CC(=C(C=C1)OCCCCCCCCCCCCCC)OC)=O)CC1=NC=CC=C1 (N-Acetyl-3-methoxy-4-(tetradecyloxy)-N-(2-pyridinylmethyl)benzamide), CI (methyl iodide). Yields the product [I-].C(C)(=O)N(C(C1=CC(=C(C=C1)OCCCCCCCCCCCCCC)OC)=O)CC1=[N+](C=CC=C1)C (2-[[Acetyl[3-methoxy-4-(tetradecyloxy)benzoyl]amino]methyl]-1-methylpyridinium iodide). Isolated yield 99.3%. Reaction SMILES: [C:1]([N:4]([CH2:30][C:31]1[CH:36]=[CH:35][CH:34]=[CH:33][N:32]=1)[C:5](=[O:29])[C:6]1[CH:11]=[CH:10][C:9]([O:12][CH2:13][CH2:14][CH2:15][CH2:16][CH2:17][CH2:18][CH2:19][CH2:20][CH2:21][CH2:22][CH2:23][CH2:24][CH2:25][CH3:26])=[C:8]([O:27][CH3:28])[CH:7]=1)(=[O:3])[CH3:2].[CH3:37][I:38]>>[I-:38].[C:1]([N:4]([CH2:30][C:31]1[CH:36]=[CH:35][CH:34]=[CH:33][N+:32]=1[CH3:37])[C:5](=[O:29])[C:6]1[CH:11]=[CH:10][C:9]([O:12][CH2:13][CH2:14][CH2:15][CH2:16][CH2:17][CH2:18][CH2:19][CH2:20][CH2:21][CH2:22][CH2:23][CH2:24][CH2:25][CH3:26])=[C:8]([O:27][CH3:28])[CH:7]=1)(=[O:3])[CH3:2] |f:2.3|. Procedure details: The title compound is prepared by the procedure of Example 28 using 0.322 g of product from Example 49 and 4.6 g of methyl iodide. The residue is recrystallized from methyl alcohol to give 0.411 g of the desired product as yellow crystals.